This data is from the Open Reaction Database (ORD), a public repository of structured organic reaction records. The task is: describe an organic reaction: reactants, conditions, products, and yield The reactants are C1CCOC1, CCC1CC1(NC(=O)C1CC(Oc2cc(-c3csc(NC(C)C)n3)nc3c(Cl)c(OCCN4CCOCC4)ccc23)CN1C(=O)C(NC(=O)OC1CC2CC2C1)C(C)(C)C)C(=O)OC, CO, Cl, [Li+], [OH-], O. Product: CCC1CC1(NC(=O)C1CC(Oc2cc(-c3csc(NC(C)C)n3)nc3c(Cl)c(OCCN4CCOCC4)ccc23)CN1C(=O)C(NC(=O)OC1CC2CC2C1)C(C)(C)C)C(=O)O. As a reaction SMILES: [CH2:70]1[O:71][CH2:72][CH2:73][CH2:74]1.[CH3:1][O:2][C:3](=[O:4])[C:5]1([NH:10][C:11](=[O:12])[CH:13]2[N:14]([C:48]([CH:49]([C:50]([CH3:51])([CH3:52])[CH3:53])[NH:54][C:55](=[O:56])[O:57][CH:58]3[CH2:59][CH:60]4[CH2:61][CH:62]4[CH2:63]3)=[O:64])[CH2:15][CH:16]([O:18][c:19]3[cH:20][c:21](-[c:39]4[n:40][c:41]([NH:44][CH:45]([CH3:46])[CH3:47])[s:42][cH:43]4)[n:22][c:23]4[c:24]([Cl:38])[c:25]([O:29][CH2:30][CH2:31][N:32]5[CH2:33][CH2:34][O:35][CH2:36][CH2:37]5)[cH:26][cH:27][c:28]34)[CH2:17]2)[CH:6]([CH2:8][CH3:9])[CH2:7]1.[CH3:67][OH:68].[ClH:69].[Li+:66].[OH-:65].[OH2:75]>>[O:2]=[C:3]([OH:4])[C:5]1([NH:10][C:11](=[O:12])[CH:13]2[N:14]([C:48]([CH:49]([C:50]([CH3:51])([CH3:52])[CH3:53])[NH:54][C:55](=[O:56])[O:57][CH:58]3[CH2:59][CH:60]4[CH2:61][CH:62]4[CH2:63]3)=[O:64])[CH2:15][CH:16]([O:18][c:19]3[cH:20][c:21](-[c:39]4[n:40][c:41]([NH:44][CH:45]([CH3:46])[CH3:47])[s:42][cH:43]4)[n:22][c:23]4[c:24]([Cl:38])[c:25]([O:29][CH2:30][CH2:31][N:32]5[CH2:33][CH2:34][O:35][CH2:36][CH2:37]5)[cH:26][cH:27][c:28]34)[CH2:17]2)[CH:6]([CH2:8][CH3:9])[CH2:7]1. Starting materials: C(CCC)OC(C1=CC(=C(C=C1)F)C(C)=O)=O (3-acetyl-4-fluoro-benzoic acid n-butylester), OC=1C=NC=CC1 (3-hydroxypyridine), C(=O)([O-])[O-].[Cs+].[Cs+] (Cs2CO3). Run in CN(C(N(C)C)=O)C (tetramethylurea). Yields the product C(CCC)OC(C1=CC(=C(C=C1)C=1C=NC=CC1)C(C)=O)=O (3-acetyl-4-(3-pyridinyl)-benzoic acid n-butylester). Isolated yield 69.4%. As a reaction SMILES: [CH2:1]([O:5][C:6](=[O:17])[C:7]1[CH:12]=[CH:11][C:10](F)=[C:9]([C:14](=[O:16])[CH3:15])[CH:8]=1)[CH2:2][CH2:3][CH3:4].O[C:19]1[CH:20]=[N:21][CH:22]=[CH:23][CH:24]=1.C([O-])([O-])=O.[Cs+].[Cs+]>CN(C)C(=O)N(C)C>[CH2:1]([O:5][C:6](=[O:17])[C:7]1[CH:12]=[CH:11][C:10]([C:19]2[CH:20]=[N:21][CH:22]=[CH:23][CH:24]=2)=[C:9]([C:14](=[O:16])[CH3:15])[CH:8]=1)[CH2:2][CH2:3][CH3:4] |f:2.3.4|. Procedure details: 1.5 g of 3-acetyl-4-fluoro-benzoic acid n-butylester, 0.6 g of 3-hydroxypyridine and 4.1 g of Cs2CO3 are stirred in 20 ml of tetramethylurea for 2 h at 110° C. After cooling to RT the mixture is poured into 200 ml EE and the mixture is washed 3 times with 100 ml brine. Drying takes place over Na2SO4 and the solvent is distilled off in vacuo. Chromatography over silica gel with MTB furnishes 1.3 g of a pale yellow oil. Rf (MTB)=0.30 MS (DCl): 314 (M+H)+